describe an organic reaction: reactants, conditions, products, and yield From a dataset of the Open Reaction Database (ORD), a public repository of structured organic reaction records. Starting materials: CCOCC, COc1ccc(CC2CCNCC2)cc1, CS(=O)(=O)Nc1ccc(NC(=O)C(=O)O)cc1. The product is COc1ccc(CC2CCN(C(=O)C(=O)Nc3ccc(NS(C)(=O)=O)cc3)CC2)cc1. Reaction SMILES: [CH2:33]([O:34][CH2:35][CH3:36])[CH3:37].[CH3:18][O:19][c:20]1[cH:21][cH:22][c:23]([CH2:24][CH:25]2[CH2:26][CH2:27][NH:28][CH2:29][CH2:30]2)[cH:31][cH:32]1.[CH3:1][S:2](=[O:3])(=[O:4])[NH:5][c:6]1[cH:7][cH:8][c:9]([NH:12][C:13]([C:14](=[O:15])[OH:16])=[O:17])[cH:10][cH:11]1>>[CH3:1][S:2](=[O:3])(=[O:4])[NH:5][c:6]1[cH:7][cH:8][c:9]([NH:12][C:13]([C:14](=[O:16])[N:28]2[CH2:27][CH2:26][CH:25]([CH2:24][c:23]3[cH:22][cH:21][c:20]([O:19][CH3:18])[cH:32][cH:31]3)[CH2:30][CH2:29]2)=[O:17])[cH:10][cH:11]1. Reactants: CC1=CC2=C(NC3=C2CN2CCCC2C3)N=C1 (3-methyl-7,8,9,9a,10,11-hexahydro-5H-pyrido[3′,2′:4,5]pyrrolo[3,2-f]indolizine), [OH-].[K+] (KOH), FC(C1=NC=C(C=C1)C=C)(F)F (2-(Trifluoromethyl)-5-vinylpyridine). Run in O (water), CN1CCCC1=O (NMP). Reaction conditions: time 16 hour. The product is CC1=CC2=C(N(C3=C2CN2CCCC2C3)CCC=3C=NC(=CC3)C(F)(F)F)N=C1 (3-methyl-11-(2-(6-(trifluoromethyl)pyridin-3-yl)ethyl)-7,8,9,9a,10,11-hexahydro-5H-pyrido[3′,2′:4,5]pyrrolo[3,2-f]indolizine). Reaction SMILES: [CH3:1][C:2]1[CH:17]=[N:16][C:5]2[NH:6][C:7]3[CH2:15][CH:14]4[N:10]([CH2:11][CH2:12][CH2:13]4)[CH2:9][C:8]=3[C:4]=2[CH:3]=1.[OH-].[K+].[F:20][C:21]([F:31])([F:30])[C:22]1[CH:27]=[CH:26][C:25]([CH:28]=[CH2:29])=[CH:24][N:23]=1>CN1C(=O)CCC1.O>[CH3:1][C:2]1[CH:17]=[N:16][C:5]2[N:6]([CH2:29][CH2:28][C:25]3[CH:24]=[N:23][C:22]([C:21]([F:31])([F:20])[F:30])=[CH:27][CH:26]=3)[C:7]3[CH2:15][CH:14]4[N:10]([CH2:11][CH2:12][CH2:13]4)[CH2:9][C:8]=3[C:4]=2[CH:3]=1 |f:1.2|. Procedure details: A solution of 3-methyl-7,8,9,9a,10,11-hexahydro-5H-pyrido[3′,2′:4,5]pyrrolo[3,2-f]indolizine (100 mg, 0.44 mmol) and powdered KOH (172.6 mg, 3.038 mmol) in NMP (2 mL) was stirred at RT for 5 min. 2-(Trifluoromethyl)-5-vinylpyridine (152 mg, 0.881 mmol) was added into the reaction mixture and stirring continued for 16 h at RT. The reaction mixture was diluted with water and extracted with EtOAc. The organic layer was washed with water, dried over anhydrous sodium sulfate and concentrated under re... Solvent: CN(C=O)C (dimethylformamide). As a reaction SMILES: [F:1][C:2]1[CH:9]=[C:8]([OH:10])[CH:7]=[CH:6][C:3]=1[C:4]#[N:5].C(=O)([O-])[O-].[K+].[K+].[CH2:17]1[O:27][C:26]2[CH:25]=[CH:24][C:21]([CH2:22]Cl)=[CH:20][C:19]=2[O:18]1>CN(C)C=O>[O:27]1[C:26]2[CH:25]=[CH:24][C:21]([CH2:22][O:10][C:8]3[CH:7]=[CH:6][C:3]([C:4]#[N:5])=[C:2]([F:1])[CH:9]=3)=[CH:20][C:19]=2[O:18][CH2:17]1 |f:1.2.3|. Procedure: A mixture of 2-fluoro-4-hydroxybenzonitrile (S. M. Kelly, Helv.Chim.Acta. 1984, Volume 67, P.1572-1579) (30 g), potassium carbonate (45.36 g) and 3,4-methylenedioxybenzyl chloride (42.65 g) in dimethylformamide (500 ml) was stirred at 90° C. for 2 hours. The reaction mixture was filtered and the filtrate evaporated. The residue was stirred with ethyl acetate (500 ml) and filtered affording the title compound (32.1 g) as a cream coloured solid, m.p. 139-140° C. Starting materials: C([O-])([O-])=O.[K+].[K+] (potassium carbonate), C1OC=2C=C(CCl)C=CC2O1 (3,4-methylenedioxybenzyl chloride), FC1=C(C#N)C=CC(=C1)O (2-fluoro-4-hydroxybenzonitrile). The product is O1COC2=C1C=CC(=C2)COC2=CC(=C(C#N)C=C2)F (4-(1,3-Benzodioxol-5-ylmethoxy)-2-fluorobenzonitrile). The reactants are O=C(Cl)CCl, ClCCl, OC(CNCc1ccccc1)c1ccc(F)cc1, [Na+], [OH-]. The product is O=C(CCl)N(Cc1ccccc1)CC(O)c1ccc(F)cc1. Reaction SMILES: [Cl:1][CH2:2][C:3](=[O:4])[Cl:5].[Cl:26][CH2:27][Cl:28].[F:6][c:7]1[cH:8][cH:9][c:10]([CH:13]([CH2:14][NH:15][CH2:16][c:17]2[cH:18][cH:19][cH:20][cH:21][cH:22]2)[OH:23])[cH:11][cH:12]1.[Na+:25].[OH-:24]>>[Cl:1][CH2:2][C:3](=[O:4])[N:15]([CH2:14][CH:13]([c:10]1[cH:9][cH:8][c:7]([F:6])[cH:12][cH:11]1)[OH:23])[CH2:16][c:17]1[cH:18][cH:19][cH:20][cH:21][cH:22]1. Reactants: CCOC(=O)c1[nH]cc2c1CCCC2, CO, [Na+], [OH-]. The product is O=C(O)c1[nH]cc2c1CCCC2. RXN SMILES: [CH2:3]([CH3:4])[O:5][C:6](=[O:7])[c:8]1[nH:9][cH:10][c:11]2[c:16]1[CH2:15][CH2:14][CH2:13][CH2:12]2.[CH3:17][OH:18].[Na+:2].[OH-:1]>>[O:5]=[C:6]([OH:7])[c:8]1[nH:9][cH:10][c:11]2[c:16]1[CH2:15][CH2:14][CH2:13][CH2:12]2. The reactants are [OH-].[Na+] (sodium hydroxide), C1=NC=CC=2C(=CC=CC12)S (5-isoquinolinethiol), Cl (hydrochloric acid), NC1=C2C=CN=CC2=CC=C1 (5-aminoisoquinoline), [N-]=[N+]=[N-].[Na+] (sodium azide), C(C)(=O)[O-].[Na+] (sodium acetate). Run in O (water), C(C)(=O)OCC (ethyl acetate). Run at temperature 0 celsius, time 30 minute. Yields the product C1=NC=CC2=C(C=CC=C12)SC1=C2C=CN=CC2=CC=C1 (5-(5-isoquinolylsulfanyl)isoquinoline). The yield is 11.6%. Reaction SMILES: Cl.N[C:3]1[CH:12]=[CH:11][CH:10]=[C:9]2[C:4]=1[CH:5]=[CH:6][N:7]=[CH:8]2.[N-]=[N+]=[N-].[Na+].C([O-])(=O)C.[Na+].[OH-].[Na+].[CH:24]1[C:33]2[CH:32]=[CH:31][CH:30]=[C:29]([SH:34])[C:28]=2[CH:27]=[CH:26][N:25]=1>C(OCC)(=O)C.O>[CH:8]1[C:9]2[C:4](=[C:3]([S:34][C:29]3[CH:30]=[CH:31][CH:32]=[C:33]4[C:28]=3[CH:27]=[CH:26][N:25]=[CH:24]4)[CH:12]=[CH:11][CH:10]=2)[CH:5]=[CH:6][N:7]=1 |f:2.3,4.5,6.7|. Reported procedure: To an aqueous 4N hydrochloric acid solution 24 ml of 5-aminoisoquinoline 1.00 g (6.9 mmol), a water solution 2 ml of sodium azide 480 mg (6.9 mmol) was added dropwise. The reaction mixture was stirred at 0° C. for 30 minutes and neutralized with sodium acetate, and insoluble materials were filtered. The filtrate was added to a sodium hydroxide solution (300 mg/3 ml) of 5-isoquinolinethiol 1.23 g (7.6 mmol), and the mixture was stirred for 1.5 hours at 80° C. After adding ethyl acetate, the react...